describe an organic reaction: reactants, conditions, products, and yield From a dataset of the Open Reaction Database (ORD), a public repository of structured organic reaction records. Yields the product S1C(=CC=C1)C(=O)C1=CC(=C(C(=C1)CN(C)CCO)O)C(C)(C)C (3-(1,1-Dimethylethyl)-4-hydroxy-5-[N-(2-hydroxyethyl)-N-methylaminomethyl]phenyl 2-thienyl ketone). The yield is 79.5%. Procedure details: 3-(1,1-Dimethylethyl)-4-hydroxyphenyl 2-thienyl ketone (22.0 g) was dissolved in 440 ml of ethanol and heated to reflux for 6 hours with 12.7 g of N-methylethanolamine, 14.5 g of a 35% aqueous solution of formaldehyde and 50.8 g of acetic acid. After the reaction, the solvent was evaporated. A saturated aqueous solution of sodium bicarbonate was added to the residue and the mixture was extracted with chloroform three times. The extract was dried with magnesium sulfate, the solvent evaporated, an... As a reaction SMILES: [S:1]1[CH:5]=[CH:4][CH:3]=[C:2]1[C:6]([C:8]1[CH:13]=[CH:12][C:11]([OH:14])=[C:10]([C:15]([CH3:18])([CH3:17])[CH3:16])[CH:9]=1)=[O:7].[CH3:19][NH:20][CH2:21][CH2:22][OH:23].C=O.[C:26](O)(=O)C>C(O)C>[S:1]1[CH:5]=[CH:4][CH:3]=[C:2]1[C:6]([C:8]1[CH:13]=[C:12]([CH2:19][N:20]([CH2:21][CH2:22][OH:23])[CH3:26])[C:11]([OH:14])=[C:10]([C:15]([CH3:18])([CH3:17])[CH3:16])[CH:9]=1)=[O:7]. The reactants are CNCCO (N-methylethanolamine), aqueous solution, C=O (formaldehyde), C(C)(=O)O (acetic acid), S1C(=CC=C1)C(=O)C1=CC(=C(C=C1)O)C(C)(C)C (3-(1,1-Dimethylethyl)-4-hydroxyphenyl 2-thienyl ketone). Solvent: C(C)O (ethanol). The reactants are C(CC)C(C(C)=O)C(C)=O (3-n-propyl-2,4-pentanedione), N(=O)[O-].[Na+] (sodiumnitrite), C(CC(=O)C)(=O)OCC (ethyl acetoacetate). The reagents and catalysts are [Zn] (zinc). Run in O (water), C(C)(=O)O (acetic acid). Conditions: time 8 hour. Yields the product CC1=C(NC(=C1CCC)C)C(=O)OCC (Ethyl 3,5-dimethyl-4-n-propylpyrrole-2-carboxylate). As a reaction SMILES: [N:1]([O-])=O.[Na+].[C:5]([O:11][CH2:12][CH3:13])(=[O:10])[CH2:6][C:7]([CH3:9])=O.[CH2:14]([CH:17](C(=O)C)[C:18](=O)[CH3:19])[CH2:15][CH3:16]>O.C(O)(=O)C.[Zn]>[CH3:9][C:7]1[C:17]([CH2:14][CH2:15][CH3:16])=[C:18]([CH3:19])[NH:1][C:6]=1[C:5]([O:11][CH2:12][CH3:13])=[O:10] |f:0.1|. Procedure: A solution of sodiumnitrite (28.2 g, 0.41 mol) in water (100 ml) was added to a stirred cold solution of ethyl acetoacetate (49.4 g, 0.38 mol) in acetic acid as the temperature was held below 15° C. After the solution was stirred and stored overnight at 25° C., 3-n-propyl-2,4-pentanedione (53.7 g, 0.38 mol) and zinc (53 g) were sequentially added and the mixture was stored at 60° C. for 1 h. Dilution with water brought about the precipitation of ethyl 3,5-dimethyl-4-n-propylpyrrole-2-carboxylate...